This data is from the Open Reaction Database (ORD), a public repository of structured organic reaction records. The task is: describe an organic reaction: reactants, conditions, products, and yield The reactants are O=C1CCC(=O)N1Br, [Li]CCCC, C1CCOC1, Cc1cnn(-c2cccc(C)n2)c1, CCOC(C)=O, [Cl-], [NH4+]. Product: Cc1cccc(-n2ncc(C)c2Br)n1. Reaction SMILES: [Br:19][N:20]1[C:21](=[O:22])[CH2:23][CH2:24][C:25]1=[O:26].[CH2:14]([Li:15])[CH2:16][CH2:17][CH3:18].[CH2:29]1[O:30][CH2:31][CH2:32][CH2:33]1.[CH3:1][c:2]1[n:3][c:4](-[n:8]2[n:9][cH:10][c:11]([CH3:13])[cH:12]2)[cH:5][cH:6][cH:7]1.[CH3:34][CH2:35][O:36][C:37](=[O:38])[CH3:39].[Cl-:27].[NH4+:28]>>[CH3:1][c:2]1[n:3][c:4](-[n:8]2[n:9][cH:10][c:11]([CH3:13])[c:12]2[Br:19])[cH:5][cH:6][cH:7]1. The reactants are C, [H][H], C1CCOC1, [Pd], O=C(C=Cc1ccc2c(c1)OCO2)C1C(=O)CC(c2ccccc2)CC1=O. As a reaction SMILES: [C:35].[H:28][H:29].[O:30]1[CH2:31][CH2:32][CH2:33][CH2:34]1.[Pd:36].[c:1]1([CH:7]2[CH2:8][C:9](=[O:27])[CH:10]([C:14]([CH:15]=[CH:16][c:17]3[cH:18][c:19]4[c:20]([cH:21][cH:22]3)[O:23][CH2:24][O:25]4)=[O:26])[C:11](=[O:13])[CH2:12]2)[cH:2][cH:3][cH:4][cH:5][cH:6]1>>[c:1]1([CH:7]2[CH2:8][C:9](=[O:27])[CH:10]([C:14]([CH2:15][CH2:16][c:17]3[cH:18][c:19]4[c:20]([cH:21][cH:22]3)[O:23][CH2:24][O:25]4)=[O:26])[C:11](=[O:13])[CH2:12]2)[cH:2][cH:3][cH:4][cH:5][cH:6]1. Yields the product O=C(CCc1ccc2c(c1)OCO2)C1C(=O)CC(c2ccccc2)CC1=O. Reactants: C1=CC(=CC(=C1)Cl)C(=O)OO (mCPBA), BrC1=CC(=C(C=C1C=1C(N(C2=CC(=NC=C2C1)NCCSC)CC)=O)NC(=O)NC1=CC=CC=C1)F (1-(4-bromo-5-(1-ethyl-7-(2-(methylthio)ethylamino)-2-oxo-1,2-dihydro-1,6-naphthyridin-3-yl)-2-fluorophenyl)-3-phenylurea), [O-]S(=O)[O-].[Na+].[Na+] (Na2SO3). The solvent is C(Cl)Cl (DCM). Conditions: time 15 minute. Yields the product BrC1=CC(=C(C=C1C=1C(N(C2=CC(=NC=C2C1)NCCS(=O)(=O)C)CC)=O)NC(=O)NC1=CC=CC=C1)F (1-(4-bromo-5-(1-ethyl-7-(2-(methylsulfonyl)ethylamino)-2-oxo-1,2-dihydro-1,6-naphthyridin-3-yl)-2-fluorophenyl)-3-phenylurea). Yield: 61.0%. Reaction SMILES: [Br:1][C:2]1[C:7]([C:8]2[C:9](=[O:25])[N:10]([CH2:23][CH3:24])[C:11]3[C:16]([CH:17]=2)=[CH:15][N:14]=[C:13]([NH:18][CH2:19][CH2:20]SC)[CH:12]=3)=[CH:6][C:5]([NH:26][C:27]([NH:29][C:30]2[CH:35]=[CH:34][CH:33]=[CH:32][CH:31]=2)=[O:28])=[C:4]([F:36])[CH:3]=1.[CH:37]1C=C(Cl)C=C(C(OO)=O)C=1.[O-:48][S:49]([O-:51])=O.[Na+].[Na+]>C(Cl)Cl>[Br:1][C:2]1[C:7]([C:8]2[C:9](=[O:25])[N:10]([CH2:23][CH3:24])[C:11]3[C:16]([CH:17]=2)=[CH:15][N:14]=[C:13]([NH:18][CH2:19][CH2:20][S:49]([CH3:37])(=[O:51])=[O:48])[CH:12]=3)=[CH:6][C:5]([NH:26][C:27]([NH:29][C:30]2[CH:35]=[CH:34][CH:33]=[CH:32][CH:31]=2)=[O:28])=[C:4]([F:36])[CH:3]=1 |f:2.3.4|. Procedure details: To a suspension of 1-(4-bromo-5-(1-ethyl-7-(2-(methylthio)ethylamino)-2-oxo-1,2-dihydro-1,6-naphthyridin-3-yl)-2-fluorophenyl)-3-phenylurea (0.18 g, 0.31 mmol) in DCM (25 mL) was added 70-75% mCPBA (0.14 g, 0.63 mmol) and the suspension was stirred at RT for 15 minutes. The mixture was diluted with a 10% Na2SO3 solution (30 mL), the layers were separated, and the organic layer was washed with satd. NaHCO3 solution, then brine, dried (Na2SO4), and concentrated. The crude product was purified by s... Reactants: [Cl-], [NH4+], [NH4+], N#C[Na], [OH-], O=C1CCSCC1. Yields the product N#CC1(N)CCSCC1. Reaction SMILES: [Cl-:3].[NH4+:1].[NH4+:4].[Na:5][C:6]#[N:7].[OH-:2].[S:8]1[CH2:9][CH2:10][C:11](=[O:14])[CH2:12][CH2:13]1>>[NH2:1][C:11]1([C:6]#[N:7])[CH2:10][CH2:9][S:8][CH2:13][CH2:12]1. The reactants are BrCCNC(C1=C(C=CC=C1)[N+](=O)[O-])=O (N-(2-bromoethyl)-2-nitrobenzamide), ClC1=CC2=C(N(C(N2)=O)C2CCNCC2)C=C1 (5-chloro-1,3-dihydro-1-(4-piperidinyl)-2H-benzimidazol-2-one). The solvent is CN(C=O)C (N,N-dimethylformamide). The product is Br.ClC1=CC2=C(N(C(N2)=O)C2CCN(CC2)CCNC(C2=C(C=CC=C2)[N+](=O)[O-])=O)C=C1 (N-{2-[4-(5-chloro-2,3-dihydro-2-oxo- 1H-benzimidazol-1-yl)-1-piperidinyl] ethyl}-2-nitrobenzamide hydrobromide). Isolated yield 67.0%. As a reaction SMILES: [Br:1][CH2:2][CH2:3][NH:4][C:5](=[O:15])[C:6]1[CH:11]=[CH:10][CH:9]=[CH:8][C:7]=1[N+:12]([O-:14])=[O:13].[Cl:16][C:17]1[CH:32]=[CH:31][C:20]2[N:21]([CH:25]3[CH2:30][CH2:29][NH:28][CH2:27][CH2:26]3)[C:22](=[O:24])[NH:23][C:19]=2[CH:18]=1>CN(C)C=O>[BrH:1].[Cl:16][C:17]1[CH:32]=[CH:31][C:20]2[N:21]([CH:25]3[CH2:26][CH2:27][N:28]([CH2:2][CH2:3][NH:4][C:5](=[O:15])[C:6]4[CH:11]=[CH:10][CH:9]=[CH:8][C:7]=4[N+:12]([O-:14])=[O:13])[CH2:29][CH2:30]3)[C:22](=[O:24])[NH:23][C:19]=2[CH:18]=1 |f:3.4|. Reported procedure: A mixture of 1.5 parts of N-(2-bromoethyl)-2-nitrobenzamide, 1.55 parts of 5-chloro-1,3-dihydro-1-(4-piperidinyl)-2H-benzimidazol-2-one and 27 parts of N,N-dimethylformamide is stirred and refluxed for 5 hours. The reaction mixture is evaporated and the oily residue is crystallized from ethanol. The product is filtered off and dried, yielding 2.2 parts (67%) of N-{2-[4-(5-chloro-2,3-dihydro-2-oxo- 1H-benzimidazol-1-yl)-1-piperidinyl] ethyl}-2-nitrobenzamide hydrobromide. hemihydrate; mp. 273.2° ... Reactants: C([O-])([O-])=O.[NH4+].[NH4+] (ammonium carbonate), Cl (hydrochloric acid), ClC1=C(C(=C(C(=N1)Cl)Cl)Cl)Cl (pentachloropyridine), ice water. The reagents and catalysts are [Zn] (zinc). Solvent: O (water), CC(P([O-])(=O)[O-])C (dimethylmethanephosphonate). Conditions: time 10 minute. Yields the product ClC1=NC(=C(C=C1Cl)Cl)Cl (2,3,5,6-tetrachloropyridine). Yield: 93.4%. Reaction SMILES: [Cl:1][C:2]1[N:7]=[C:6]([Cl:8])[C:5]([Cl:9])=[C:4](Cl)[C:3]=1[Cl:11].C(=O)([O-])[O-].[NH4+].[NH4+].Cl>CC(C)P([O-])(=O)[O-].O.[Zn]>[Cl:8][C:6]1[C:5]([Cl:9])=[CH:4][C:3]([Cl:11])=[C:2]([Cl:1])[N:7]=1 |f:1.2.3|. Procedure: 1.84 g (0.0281 gram atom) of zinc dust is introduced into a solution, heated to 80° C., of 5.1 g (0.02 mol) of pentachloropyridine in 35 ml of dimethylmethanephosphonate. A solution of 2.44 g (0.0254 mol) of ammonium carbonate in 10 ml of water is subsequently added dropwise at a temperature of 90° to 95° C. in the course of 70 minutes with vigorous stirring. The reaction mixture is then stirred into 250 ml of ice water; there is added 5 ml of concentrated hydrochloric acid and the mixture is st... The reactants are [H-].[Na+] (NaH), N1C=CC2=CC=CC=C12 (indole), C(C)N=C=O (ethyl isocyanate). Run in C1CCOC1 (THF). Run at time 30 minute. The product is C(C)NC(=O)N1C=CC2=CC=CC=C12 (N-(ethylaminocarbonyl)indole). The yield is 27.6%. Reaction SMILES: [H-].[Na+].[NH:3]1[C:11]2[C:6](=[CH:7][CH:8]=[CH:9][CH:10]=2)[CH:5]=[CH:4]1.[CH2:12]([N:14]=[C:15]=[O:16])[CH3:13]>C1COCC1>[CH2:12]([NH:14][C:15]([N:3]1[C:11]2[C:6](=[CH:7][CH:8]=[CH:9][CH:10]=2)[CH:5]=[CH:4]1)=[O:16])[CH3:13] |f:0.1|. Procedure: NaH (0.9 g, 37.5 mmol) was added in portions to a 0° C. cooled solution of indole (2.93 g, 25 mmol) in THF (100 mL). After 30 min, ethyl isocyanate (1.78 g, 25 mmol) was added dropwise. The reaction mixture was stirred at RT overnight, then was quenched with 25% citric acid in water (50 mL) and extracted with ethyl acetate (3 X). These organic extracts were combined, dried (MgSo4), and recrystallized from ether/hexanes to afford 1.3 g of N-(ethylaminocarbonyl)indole as a tan solid, a 28% yield. ...